describe an organic reaction: reactants, conditions, products, and yield From a dataset of the Open Reaction Database (ORD), a public repository of structured organic reaction records. Reactants: CCOC(=O)C(Cc1ccc(O)cc1)OCC, CC(=O)c1ccc(-c2ccc(C(C)=CCO)cc2)cc1. The product is CCOC(=O)C(Cc1ccc(OCC=C(C)c2ccc(-c3ccc(C(C)=O)cc3)cc2)cc1)OCC. As a reaction SMILES: [CH2:21]([CH3:22])[O:23][CH:24]([C:25](=[O:26])[O:27][CH2:28][CH3:29])[CH2:30][c:31]1[cH:32][cH:33][c:34]([OH:37])[cH:35][cH:36]1.[OH:1][CH2:2][CH:3]=[C:4]([CH3:5])[c:6]1[cH:7][cH:8][c:9](-[c:12]2[cH:13][cH:14][c:15]([C:18]([CH3:19])=[O:20])[cH:16][cH:17]2)[cH:10][cH:11]1>>[O:1]([CH2:2][CH:3]=[C:4]([CH3:5])[c:6]1[cH:7][cH:8][c:9](-[c:12]2[cH:13][cH:14][c:15]([C:18]([CH3:19])=[O:20])[cH:16][cH:17]2)[cH:10][cH:11]1)[c:34]1[cH:33][cH:32][c:31]([CH2:30][CH:24]([O:23][CH2:21][CH3:22])[C:25](=[O:26])[O:27][CH2:28][CH3:29])[cH:36][cH:35]1. The reactants are COCO[C@@H]1CN(CC1)C[C@@H](O)C1=CC=CC=C1 (2-(3-(S)-methoxymethoxypyrrolidin-1-yl)-1-(S)-phenylethanol), COCO[C@@H]1CN(CC1)[C@@H](CO)C1=CC=CC=C1 (2-(3-(S)-methoxymethoxypyrrolidin-1-yl)-2-(R)-phenylethanol), COC1=C(C(=O)OC)C=CC(=C1)NC (methyl 2-methoxy-4-methylaminobenzoate), Example 1 ( i ). Yields the product COC1=C(C(=O)OC)C=CC(=C1)N(C)[C@H](CN1C[C@H](CC1)OCOC)C1=CC=CC=C1 (Methyl 2-methoxy-4-{N-[2-(3-(S)-methoxymethoxypyrrolidin-1-yl)-1-(S)-phenylethyl]-N-methylamino}benzoate). The yield is 41.0%. Reaction SMILES: [CH3:1][O:2][CH2:3][O:4][C@H:5]1[CH2:9][CH2:8][N:7]([CH2:10][C@H:11]([C:13]2[CH:18]=[CH:17][CH:16]=[CH:15][CH:14]=2)O)[CH2:6]1.COCO[C@H]1CCN([C@H](C2C=CC=CC=2)CO)C1.[CH3:37][O:38][C:39]1[CH:48]=[C:47]([NH:49][CH3:50])[CH:46]=[CH:45][C:40]=1[C:41]([O:43][CH3:44])=[O:42]>>[CH3:37][O:38][C:39]1[CH:48]=[C:47]([N:49]([C@@H:11]([C:13]2[CH:18]=[CH:17][CH:16]=[CH:15][CH:14]=2)[CH2:10][N:7]2[CH2:8][CH2:9][C@H:5]([O:4][CH2:3][O:2][CH3:1])[CH2:6]2)[CH3:50])[CH:46]=[CH:45][C:40]=1[C:41]([O:43][CH3:44])=[O:42]. Procedure details: This was prepared from 2-(3-(S)-methoxymethoxypyrrolidin-1-yl)-1-(S)-phenylethanol and 2-(3-(S)-methoxymethoxypyrrolidin-1-yl)-2-(R)-phenylethanol and methyl 2-methoxy-4-methylaminobenzoate in 41% yield according to a procedure similar to that described in Example 1 (i). Run in O (water). Yields the product C1(=CC=CC=C1)CC(=O)OCC1=CC=CC=C1 (benzyl phenylacetate). Reactants: C1(=CC=CC=C1)CC(=O)O (phenyl acetic acid), C1(=CC=CC=C1)C (toluene), C(C1=CC=CC=C1)O (benzyl alcohol), C1(=CC=C(C=C1)S(=O)(=O)O)C (p-toluenesulfonic acid). As a reaction SMILES: [C:1]1([CH2:7][C:8]([OH:10])=[O:9])[CH:6]=[CH:5][CH:4]=[CH:3][CH:2]=1.[CH2:11](O)[C:12]1[CH:17]=[CH:16][CH:15]=[CH:14][CH:13]=1.C1(C)C=CC(S(O)(=O)=O)=CC=1.C1(C)C=CC=CC=1>O>[C:1]1([CH2:7][C:8]([O:10][CH2:11][C:12]2[CH:17]=[CH:16][CH:15]=[CH:14][CH:13]=2)=[O:9])[CH:6]=[CH:5][CH:4]=[CH:3][CH:2]=1. Procedure details: A solution of phenyl acetic acid (27.2 g.), benzyl alcohol (21.6 g.) and p-toluenesulfonic acid (380 mg.) in 100 ml. of toluene was heated under reflux under a Dean-Stark trap until the theoretical (3.6 ml.) quantity of water had been collected. On cooling, the solution was washed with dilute NaHCO3 and saturated NaCl and solvent was removed in vacuo. The resulting oil was distilled at 125°-129° (0.4 torr)1 to give pure benzyl phenylacetate, 37.7 g. (83% yield). ##STR229## Isolated yield 83.0%. Reactants: C(#N)[C@H](C1(CC1)C(=O)OCC)N[C@@H](C)C1=CC=CC=C1 (1-[(S)-1-cyano-[(S)-1-phenylethylamino]methyl]-1-ethoxycarbonylcyclopropane), N (ammonia), [H][H] (hydrogen). The reagents and catalysts are [Ni] (Raney nickel). Conditions: temperature 180 celsius. Product: C1(=CC=CC=C1)[C@H](C)N[C@@H]1CNC(C12CC2)=O ((S)-7-[(S)-1-Phenylethyl]amino-4-oxo-5-azaspiro[2.4]heptane). The yield is 73.4%. As a reaction SMILES: [C:1]([C@@H:3]([NH:12][C@H:13]([C:15]1[CH:20]=[CH:19][CH:18]=[CH:17][CH:16]=1)[CH3:14])[C:4]1([C:7](OCC)=[O:8])[CH2:6][CH2:5]1)#[N:2].N.[H][H]>[Ni]>[C:15]1([C@@H:13]([NH:12][C@H:3]2[C:4]3([CH2:6][CH2:5]3)[C:7](=[O:8])[NH:2][CH2:1]2)[CH3:14])[CH:20]=[CH:19][CH:18]=[CH:17][CH:16]=1. Reported procedure: An autoclave was charged with 1.0 g of 1-[(S)-1-cyano-[(S)-1-phenylethylamino]methyl]-1-ethoxycarbonylcyclopropane, 1.7 ml of Raney nickel and 17 ml of ammonia-saturated ethanol, and the contents were stirred at room temperature for 1.5 hours in an atmosphere of hydrogen under a pressure of 35 kg/cm2. After completion of the reaction, the catalyst was removed by filtration and the resulting filtrate was concentrated under a reduced pressure. The resulting residue was dissolved in 20 ml of ethano... Reactants: C(C1=CC=CC=C1)CNCC1C(C2=CC=C(C=C2CC1)F)(O)C1=CC=CC=C1 (2-(N-benzylmethylamino)methyl-6-fluoro-1-phenyl-1,2,3,4-tetrahydronaphthalene-1-ol). The solvent is FC(C(=O)O)(F)F (Trifluoroacetic acid). Run at time 2 hour. The product is C(C1=CC=CC=C1)CNCC1=C(C2=CC=C(C=C2CC1)F)C1=CC=CC=C1 (2-(N-Benzylmethylamino)methyl-6-fluoro-1-phenyl-3,4-dihydronaphthalene). Yield: 67.9%. Reaction SMILES: [CH2:1]([CH2:8][NH:9][CH2:10][CH:11]1[CH2:20][CH2:19][C:18]2[C:13](=[CH:14][CH:15]=[C:16]([F:21])[CH:17]=2)[C:12]1([C:23]1[CH:28]=[CH:27][CH:26]=[CH:25][CH:24]=1)O)[C:2]1[CH:7]=[CH:6][CH:5]=[CH:4][CH:3]=1>FC(F)(F)C(O)=O>[CH2:1]([CH2:8][NH:9][CH2:10][C:11]1[CH2:20][CH2:19][C:18]2[C:13](=[CH:14][CH:15]=[C:16]([F:21])[CH:17]=2)[C:12]=1[C:23]1[CH:28]=[CH:27][CH:26]=[CH:25][CH:24]=1)[C:2]1[CH:7]=[CH:6][CH:5]=[CH:4][CH:3]=1. Reported procedure: Trifluoroacetic acid (10 cm3) was added to 2-(N-benzylmethylamino)methyl-6-fluoro-1-phenyl-1,2,3,4-tetrahydronaphthalene-1-ol (1.5 g) and the resulting solution was stirred at room temperature for 2 h. The excess trifluoroacetic acid was removed under reduced pressure and the resultant brown oil was taken up into petroleum ether (b. p. 40-60° C.) and passed through a short column [basic alumina, eluting with petroleum ether (b. p. 40-60° C.)-ethyl acetate (20:1)]. The fractions containing the pr... The reactants are CO, CC(=O)O, COc1ccc2c(c1)CCC2=NO. Product: COc1ccc2c(c1)CCC2N. RXN SMILES: [CH3:14][OH:15].[CH3:16][C:17](=[O:18])[OH:19].[CH3:1][O:2][c:3]1[cH:4][c:5]2[c:9]([cH:10][cH:11]1)[C:8](=[N:12][OH:13])[CH2:7][CH2:6]2>>[CH3:1][O:2][c:3]1[cH:4][c:5]2[c:9]([cH:10][cH:11]1)[CH:8]([NH2:12])[CH2:7][CH2:6]2. As a reaction SMILES: Br[CH2:2][CH2:3][O:4][C:5]1[CH:10]=[C:9]([S:11]([CH3:14])(=[O:13])=[O:12])[CH:8]=[C:7]([F:15])[CH:6]=1.[CH2:16]([NH2:18])[CH3:17].Cl>C(O)C>[CH2:16]([NH:18][CH2:2][CH2:3][O:4][C:5]1[CH:10]=[C:9]([S:11]([CH3:14])(=[O:13])=[O:12])[CH:8]=[C:7]([F:15])[CH:6]=1)[CH3:17]. Product: C(C)NCCOC1=CC(=CC(=C1)S(=O)(=O)C)F (N-ETHYL-2-(3-FLUORO-5-METHYLSULFONYL-PHENOXY)ETHANAMINE). Reactants: BrCCOC1=CC(=CC(=C1)S(=O)(=O)C)F (1-(2-bromoethoxy)-3-fluoro-5-methylsulfonyl-benzene), Cl (hydrochloric acid), C(C)N (ethanamine), amine. Reported procedure: Preparation according to Example 1 but performed in one portion: 1-(2-bromoethoxy)-3-fluoro-5-methylsulfonyl-benzene (0.321 g, 1.08 mmol) and ethanamine (4.3 ml, 8.6 mmol 2 M in methanol) in ethanol (6 ml). Yield: 255 mg (90%). The amine was converted to the hydrochloric acid salt and re-crystallized from ethanol/diethyl ether: M.p. 200.8-201.1° C. MS m/z (relative intensity, 70 eV) 261 (M+, 3), 94 (6), 59 (12), 58 (bp), 56 (8). Run in C(C)O (ethanol).